Dataset: the Open Reaction Database (ORD), a public repository of structured organic reaction records. Task: describe an organic reaction: reactants, conditions, products, and yield The reactants are [H-].[Na+] (Sodium hydride), COP(OC)(=O)CC(CC1=CC(=CC=C1)Cl)=O ([3-(3-chlorophenyl)-2-oxopropyl]-phosphonic acid dimethyl ester), C(C)OC(COCCCCN1[C@H](CCCC1=O)C=O)=O ([4-((R)-2-formyl-6-oxo-piperidin-1-yl)-butoxy]-acetic acid ethyl ester). The solvent is C1CCOC1 (THF), C1CCOC1 (THF). Conditions: time 1 hour. Product: C(C)OC(COCCCCN1[C@H](CCCC1=O)\C=C\C(CC1=CC(=CC=C1)Cl)=O)=O ((4-{(R)-2-[(E)-4-(3-chlorophenyl)-3-oxo-but-1-enyl]-6-oxo-piperidin-1-yl}-butoxy)-acetic acid ethyl ester). Yield: 33.5%. As a reaction SMILES: [H-].[Na+].COP([CH2:9][C:10](=[O:19])[CH2:11][C:12]1[CH:17]=[CH:16][CH:15]=[C:14]([Cl:18])[CH:13]=1)(=O)OC.[CH2:20]([O:22][C:23](=[O:39])[CH2:24][O:25][CH2:26][CH2:27][CH2:28][CH2:29][N:30]1[C:35](=[O:36])[CH2:34][CH2:33][CH2:32][C@@H:31]1[CH:37]=O)[CH3:21]>C1COCC1>[CH2:20]([O:22][C:23](=[O:39])[CH2:24][O:25][CH2:26][CH2:27][CH2:28][CH2:29][N:30]1[C:35](=[O:36])[CH2:34][CH2:33][CH2:32][C@@H:31]1/[CH:37]=[CH:9]/[C:10](=[O:19])[CH2:11][C:12]1[CH:17]=[CH:16][CH:15]=[C:14]([Cl:18])[CH:13]=1)[CH3:21] |f:0.1|. Procedure: Sodium hydride (60% dispersion in oil, 35 mg, 0.88 mmol) was added to a solution of [3-(3-chlorophenyl)-2-oxopropyl]-phosphonic acid dimethyl ester (221 mg, 0.80 mmol) in THF (2.0 mL) at 0° C. After 1 h at 0° C., [4-((R)-2-formyl-6-oxo-piperidin-1-yl)-butoxy]-acetic acid ethyl ester (0.88 mmol, crude) in THF (2 mL) was added via cannula. The reaction was allowed to warm to rt. After 18 h at rt, the reaction was quenched with aqueous acetic acid (50%, 10 mL) and extracted with EtOAc (3×20 mL). Th...